This data is from the Open Reaction Database (ORD), a public repository of structured organic reaction records. The task is: describe an organic reaction: reactants, conditions, products, and yield Reactants: CCCCNCCCC, C[n+]1ccccc1Cl, [I-], CCc1cc2c(s1)-n1c(C)nnc1C(N)N=C2c1ccccc1Cl, C1CCOC1, O=C(O)c1cc2ccccc2[nH]1. Yields the product CCc1cc2c(s1)-n1c(C)nnc1C(NC(=O)c1cc3ccccc3[nH]1)N=C2c1ccccc1Cl. RXN SMILES: [CH2:46]([NH:47][CH2:48][CH2:49][CH2:50][CH3:51])[CH2:52][CH2:53][CH3:54].[Cl:38][c:39]1[cH:40][cH:41][cH:42][cH:43][n+:44]1[CH3:45].[I-:37].[NH2:1][CH:2]1[c:3]2[n:4]([c:21]([CH3:24])[n:22][n:23]2)-[c:5]2[c:6]([cH:16][c:17]([CH2:19][CH3:20])[s:18]2)[C:7]([c:9]2[c:10]([Cl:15])[cH:11][cH:12][cH:13][cH:14]2)=[N:8]1.[O:55]1[CH2:56][CH2:57][CH2:58][CH2:59]1.[nH:25]1[c:26]([C:34](=[O:35])[OH:36])[cH:27][c:28]2[cH:29][cH:30][cH:31][cH:32][c:33]12>>[NH:1]([CH:2]1[c:3]2[n:4]([c:21]([CH3:24])[n:22][n:23]2)-[c:5]2[c:6]([cH:16][c:17]([CH2:19][CH3:20])[s:18]2)[C:7]([c:9]2[c:10]([Cl:15])[cH:11][cH:12][cH:13][cH:14]2)=[N:8]1)[C:34]([c:26]1[nH:25][c:33]2[c:28]([cH:27]1)[cH:29][cH:30][cH:31][cH:32]2)=[O:35]. The reactants are Intermediate 44, FC(C(=O)O)(F)F.C[C@H](CCC)NC1=NC(=C2N=C(N=C2N1)OC)N (N2-[(1R)-1-methylbutyl]-8-(methyloxy)-3H-purine-2,6-diamine trifluoroacetate), BrCCCCCl (1-bromo-4-chlorobutane). The product is ClCCCCN1C2=NC(=NC(=C2N=C1OC)N)N[C@@H](CCC)C (9-(4-Chlorobutyl)-N2-[(1R)-1-methylbutyl]-8-(methyloxy)-9H-purine-2,6-diamine). As a reaction SMILES: FC(F)(F)C(O)=O.[CH3:8][C@@H:9]([NH:13][C:14]1[NH:22][C:21]2[C:17]([N:18]=[C:19]([O:23][CH3:24])[N:20]=2)=[C:16]([NH2:25])[N:15]=1)[CH2:10][CH2:11][CH3:12].Br[CH2:27][CH2:28][CH2:29][CH2:30][Cl:31]>>[Cl:31][CH2:30][CH2:29][CH2:28][CH2:27][N:20]1[C:19]([O:23][CH3:24])=[N:18][C:17]2[C:21]1=[N:22][C:14]([NH:13][C@H:9]([CH3:8])[CH2:10][CH2:11][CH3:12])=[N:15][C:16]=2[NH2:25] |f:0.1|. Reported procedure: Prepared similarly to Intermediate 44 from N2-[(1R)-1-methylbutyl]-8-(methyloxy)-3H-purine-2,6-diamine trifluoroacetate and 1-bromo-4-chlorobutane. Starting materials: Cl (HCl), ClC1=CC=C(C=C1)C[C@H](C(=O)N1CCN(CC1)C=1C2=C(N=CN1)CS(C2C)(=O)=O)NC(OC(C)(C)C)=O ((2R)-tert-butyl 3-(4-chlorophenyl)-1-(4-(5-methyl-6,6-dioxido-5,7-dihydrothieno[3,4-d]pyrimidin-4-yl)piperazin-1-yl)-1-oxopropan-2-ylcarbamate). Run in C(Cl)Cl (DCM), CO (MeOH). Reaction conditions: time 6 hour. The product is N[C@@H](C(=O)N1CCN(CC1)C=1C2=C(N=CN1)CS(C2C)(=O)=O)CC2=CC=C(C=C2)Cl ((2R)-2-amino-3-(4-chlorophenyl)-1-(4-(5-methyl-6,6-dioxido-5,7-dihydrothieno[3,4-d]pyrimidin-4-yl)piperazin-1-yl)propan-1-one), di-hydrochloride. As a reaction SMILES: Cl.[Cl:2][C:3]1[CH:8]=[CH:7][C:6]([CH2:9][C@@H:10]([NH:31]C(=O)OC(C)(C)C)[C:11]([N:13]2[CH2:18][CH2:17][N:16]([C:19]3[C:20]4[CH:27]([CH3:28])[S:26](=[O:30])(=[O:29])[CH2:25][C:21]=4[N:22]=[CH:23][N:24]=3)[CH2:15][CH2:14]2)=[O:12])=[CH:5][CH:4]=1>C(Cl)Cl.CO>[NH2:31][C@H:10]([CH2:9][C:6]1[CH:5]=[CH:4][C:3]([Cl:2])=[CH:8][CH:7]=1)[C:11]([N:13]1[CH2:18][CH2:17][N:16]([C:19]2[C:20]3[CH:27]([CH3:28])[S:26](=[O:30])(=[O:29])[CH2:25][C:21]=3[N:22]=[CH:23][N:24]=2)[CH2:15][CH2:14]1)=[O:12]. Procedure: HCl (4M, 1 mL) was added to a solution of (2R)-tert-butyl 3-(4-chlorophenyl)-1-(4-(5-methyl-6,6-dioxido-5,7-dihydrothieno[3,4-d]pyrimidin-4-yl)piperazin-1-yl)-1-oxopropan-2-ylcarbamate (0.10 g, 0.18 mmol) in DCM (5 mL) and MeOH (1 mL). The mixture was stirred at room temperature for 6 hours. The solvent was removed to afford (2R)-2-amino-3-(4-chlorophenyl)-1-(4-(5-methyl-6,6-dioxido-5,7-dihydrothieno[3,4-d]pyrimidin-4-yl)piperazin-1-yl)propan-1-one as the di-hydrochloride salt. LCMS: 450.1 [M+H+... Starting materials: C(C)(=O)NC1=C(C(=C(C(=C1[N+](=O)[O-])NC(C)=O)[N+](=O)[O-])NC(C)=O)C1=CC=C(C=C1)C (2′,4′,6′-triacetamido-3′,5′-bis(nitro)-4-methylbiphenyl), Cl (hydrochloric acid). Product: NC1=C(C(=C(C(=C1[N+](=O)[O-])N)[N+](=O)[O-])N)C1=CC=C(C=C1)C (2′,4′,6′-triamino-3′,5′-bis(nitro)-4-methylbiphenyl). Reaction SMILES: C([NH:4][C:5]1[C:10]([N+:11]([O-:13])=[O:12])=[C:9]([NH:14]C(=O)C)[C:8]([N+:18]([O-:20])=[O:19])=[C:7]([NH:21]C(=O)C)[C:6]=1[C:25]1[CH:30]=[CH:29][C:28]([CH3:31])=[CH:27][CH:26]=1)(=O)C.Cl>>[NH2:4][C:5]1[C:10]([N+:11]([O-:13])=[O:12])=[C:9]([NH2:14])[C:8]([N+:18]([O-:20])=[O:19])=[C:7]([NH2:21])[C:6]=1[C:25]1[CH:30]=[CH:29][C:28]([CH3:31])=[CH:27][CH:26]=1. Procedure details: 2′,4′,6′-triacetamido-3′,5′-bis(nitro)-4-methylbiphenyl (5) is treated with 6N hydrochloric acid to yield 2′,4′,6′-triamino-3′,5′-bis(nitro)-4-methylbiphenyl (6).